This data is from the Open Reaction Database (ORD), a public repository of structured organic reaction records. The task is: describe an organic reaction: reactants, conditions, products, and yield The reactants are CCOC(=O)Cn1c(=O)n(Cc2ccc(Br)cc2F)c(=O)c2ccc(Br)cc21, CO, Cl, [Na+], [OH-]. Product: O=C(O)Cn1c(=O)n(Cc2ccc(Br)cc2F)c(=O)c2ccc(Br)cc21. Reaction SMILES: [Br:1][c:2]1[cH:3][cH:4][c:5]2[c:6](=[O:28])[n:7]([CH2:19][c:20]3[c:21]([F:27])[cH:22][c:23]([Br:26])[cH:24][cH:25]3)[c:8](=[O:18])[n:9]([CH2:12][C:13](=[O:14])[O:15][CH2:16][CH3:17])[c:10]2[cH:11]1.[CH3:32][OH:33].[ClH:31].[Na+:30].[OH-:29]>>[Br:1][c:2]1[cH:3][cH:4][c:5]2[c:6](=[O:28])[n:7]([CH2:19][c:20]3[c:21]([F:27])[cH:22][c:23]([Br:26])[cH:24][cH:25]3)[c:8](=[O:18])[n:9]([CH2:12][C:13](=[O:14])[OH:15])[c:10]2[cH:11]1. Starting materials: 16a, C(#N)C1=CC2=CC[C@H]3[C@@H]4CC[C@@H]([C@@]4(C)CC[C@@H]3[C@]2(CC1)C)C(=O)O (3-cyanoandrosta-3,5-diene-17β-carboxylic acid), COC1=CC=C(C=C1)C(C)(C)N (1-(4-methoxyphenyl)-1-methylethylamine). Product: COC1=CC=C(C=C1)C(C)(C)NC(=O)[C@@H]1[C@]2(C)[C@@H](CC1)[C@@H]1CC=C3C=C(CC[C@]3(C)[C@H]1CC2)C#N (N-[1-(4-Methoxyphenyl)-1-methylethyl]-3-cyanoandrosta-3,5-diene-17β-carboxamide). Isolated yield 93.0%. Reaction SMILES: [C:1]([C:3]1[CH2:20][CH2:19][C@@:18]2([CH3:21])[C:5](=[CH:6][CH2:7][C@@H:8]3[C@@H:17]2[CH2:16][CH2:15][C@@:13]2([CH3:14])[C@H:9]3[CH2:10][CH2:11][C@@H:12]2[C:22]([OH:24])=O)[CH:4]=1)#[N:2].[CH3:25][O:26][C:27]1[CH:32]=[CH:31][C:30]([C:33]([NH2:36])([CH3:35])[CH3:34])=[CH:29][CH:28]=1>>[CH3:25][O:26][C:27]1[CH:32]=[CH:31][C:30]([C:33]([NH:36][C:22]([C@H:12]2[CH2:11][CH2:10][C@H:9]3[C@H:8]4[C@H:17]([CH2:16][CH2:15][C@:13]23[CH3:14])[C@:18]2([CH3:21])[C:5]([CH:4]=[C:3]([C:1]#[N:2])[CH2:20][CH2:19]2)=[CH:6][CH2:7]4)=[O:24])([CH3:34])[CH3:35])=[CH:29][CH:28]=1. Reported procedure: Following a procedure similar to that described in Preparation 16a, but using 3-cyanoandrosta-3,5-diene-17β-carboxylic acid [prepared as described in Example 1(b)] and 1-(4-methoxyphenyl)-1-methylethylamine as starting materials, in relative proportions similar to those used in that Preparation, the title compound was obtained in a yield of 93%.